describe an organic reaction: reactants, conditions, products, and yield From a dataset of the Open Reaction Database (ORD), a public repository of structured organic reaction records. Reactants: CC(C)(C)OC(C(CCN1C(C2=CC=C(C=C2C1=O)N)=O)NC(CC(C)C)C(=O)NCC1=CC=CC=C1)=O (2-[1-(benzylamino)carbonyl-3-methyl-butylamino]-4-(5-amino-1,3-dioxo-1,3-dihydro-isoindol-2-yl)-butanoic acid-1,1-dimethylethyl ester), ClCCl (dichloromethane), CS(=O)(=O)Cl (methanesulfonyl chloride). The solvent is N1=CC=CC=C1 (pyridine). Run at temperature 0 celsius, time 8 hour. Product: CC(C)(C)OC([C@@H](CCN1C(C2=CC=C(C=C2C1=O)NS(=O)(=O)C)=O)N[C@@H](CC(C)C)C(=O)NCC1=CC=CC=C1)=O (2-(R)-[1-(S)-(Benzylamino)carbonyl-3-methyl-butylamino]-4-(5-methanesulfonylamino-1,3-dioxo-1,3-dihydro-isoindol-2-yl)-butanoic acid-1,1-dimethylethyl ester). Reaction SMILES: [CH3:1][C:2]([O:5][C:6](=[O:38])[CH:7]([NH:22][CH:23]([C:28]([NH:30][CH2:31][C:32]1[CH:37]=[CH:36][CH:35]=[CH:34][CH:33]=1)=[O:29])[CH2:24][CH:25]([CH3:27])[CH3:26])[CH2:8][CH2:9][N:10]1[C:18](=[O:19])[C:17]2[C:12](=[CH:13][CH:14]=[C:15]([NH2:20])[CH:16]=2)[C:11]1=[O:21])([CH3:4])[CH3:3].ClCCl.[CH3:42][S:43](Cl)(=[O:45])=[O:44]>N1C=CC=CC=1>[CH3:1][C:2]([O:5][C:6](=[O:38])[C@H:7]([NH:22][C@H:23]([C:28]([NH:30][CH2:31][C:32]1[CH:37]=[CH:36][CH:35]=[CH:34][CH:33]=1)=[O:29])[CH2:24][CH:25]([CH3:27])[CH3:26])[CH2:8][CH2:9][N:10]1[C:18](=[O:19])[C:17]2[C:12](=[CH:13][CH:14]=[C:15]([NH:20][S:43]([CH3:42])(=[O:45])=[O:44])[CH:16]=2)[C:11]1=[O:21])([CH3:4])[CH3:3]. Procedure details: 100 mg of 2-[1-(benzylamino)carbonyl-3-methyl-butylamino]-4-(5-amino-1,3-dioxo-1,3-dihydro-isoindol-2-yl)-butanoic acid-1,1-dimethylethyl ester, prepared as in Example 73 where the protecting group Rp, 1,1-dimethylethyl, was not removed following the condensation reaction seen in Scheme 2, was added to 5 mL dichloromethane under nitrogen. The mixture was cooled to 0° C. and 0.1 mL of pyridine was added, followed by 0.014 mL methanesulfonyl chloride. The mixture was allowed to warm to room temper... The reactants are CO, COC(=O)c1ccn(CC(C)C)c(=O)c1, [Na+], [OH-]. The product is CC(C)Cn1ccc(C(=O)O)cc1=O. As a reaction SMILES: [CH3:18][OH:19].[CH3:3][CH:4]([CH2:5][n:6]1[c:7](=[O:16])[cH:8][c:9]([C:12](=[O:13])[O:14][CH3:15])[cH:10][cH:11]1)[CH3:17].[Na+:2].[OH-:1]>>[CH3:3][CH:4]([CH2:5][n:6]1[c:7](=[O:16])[cH:8][c:9]([C:12](=[O:13])[OH:14])[cH:10][cH:11]1)[CH3:17]. Yields the product O=C(Nc1cccc(C(=O)Cl)c1)OCC(Cl)(Cl)Cl. Starting materials: Cc1ccccc1, O=C(Nc1cccc(C(=O)O)c1)OCC(Cl)(Cl)Cl, O=S(Cl)Cl. RXN SMILES: [CH3:23][c:24]1[cH:25][cH:26][cH:27][cH:28][cH:29]1.[Cl:1][C:2]([CH2:3][O:4][C:5](=[O:6])[NH:7][c:8]1[cH:9][c:10]([C:11](=[O:12])[OH:13])[cH:14][cH:15][cH:16]1)([Cl:17])[Cl:18].[S:19]([Cl:20])([Cl:21])=[O:22]>>[Cl:1][C:2]([CH2:3][O:4][C:5](=[O:6])[NH:7][c:8]1[cH:9][c:10]([C:11](=[O:12])[Cl:21])[cH:14][cH:15][cH:16]1)([Cl:17])[Cl:18].